Dataset: the Open Reaction Database (ORD), a public repository of structured organic reaction records. Task: describe an organic reaction: reactants, conditions, products, and yield The reactants are O=C(c1ncc[nH]1)c1ncc[nH]1, [Cl-], CCOC(=O)C(C)(C)CCCCc1ccc([N+](=O)[O-])cn1, CC(C)(CCCCc1ccc([N+](=O)[O-])cn1)C(=O)O, N, [Na+], C1CCOC1. Yields the product CC(C)(CCCCc1ccc([N+](=O)[O-])cn1)C(N)=O. Reaction SMILES: [C:41]([c:42]1[nH:43][cH:44][cH:45][n:46]1)([c:47]1[nH:48][cH:49][cH:50][n:51]1)=[O:52].[Cl-:55].[N+:1](=[O:2])([O-:3])[c:4]1[cH:5][cH:6][c:7]([CH2:10][CH2:11][CH2:12][CH2:13][C:14]([C:15](=[O:16])[O:17][CH2:18][CH3:19])([CH3:20])[CH3:21])[n:8][cH:9]1.[N+:22]([c:23]1[cH:24][cH:25][c:26]([CH2:27][CH2:28][CH2:29][CH2:30][C:31]([CH3:32])([CH3:33])[C:34]([OH:35])=[O:36])[n:37][cH:38]1)([O-:39])=[O:40].[NH3:53].[Na+:54].[O:56]1[CH2:57][CH2:58][CH2:59][CH2:60]1>>[N+:1](=[O:2])([O-:3])[c:4]1[cH:5][cH:6][c:7]([CH2:10][CH2:11][CH2:12][CH2:13][C:14]([C:15](=[O:16])[NH2:22])([CH3:20])[CH3:21])[n:8][cH:9]1. Reactants: SC=1SC=C(N1)C(=O)O (2-mercaptothiazole-4-carboxylic acid), OS(=O)(=O)O (H2SO4), C(C)O (ethyl alcohol). The product is SC=1SC=C(N1)C(=O)OCC (ethyl 2-mercaptothiazole-4-carboxylate). As a reaction SMILES: [SH:1][C:2]1[S:3][CH:4]=[C:5]([C:7]([OH:9])=[O:8])[N:6]=1.OS(O)(=O)=O.[CH2:15](O)[CH3:16]>>[SH:1][C:2]1[S:3][CH:4]=[C:5]([C:7]([O:9][CH2:15][CH3:16])=[O:8])[N:6]=1. Reported procedure: To 2-mercaptothiazole-4-carboxylic acid (Ex. 19b, 4.2 g) in 50 mL ethyl alcohol was added 2 mL conc. H2SO4. The mixture was heated to reflux for 8 h and cooled. The solvent was removed under reduced pressure and the residue was poured onto 50 mL ice water. The solid was collected, washed with water and dried under vacuum. The crude product was recrystallized from 8 mL ethyl alcohol to afford ethyl 2-mercaptothiazole-4-carboxylate (2.3 g) as a yellow solid. Starting materials: O=C1CCC(=O)N1Br, C1CCOC1, Oc1ccc2[nH]ncc2c1. Product: Oc1ccc2[nH]ncc2c1Br. As a reaction SMILES: [Br:1][N:2]1[C:3](=[O:4])[CH2:5][CH2:6][C:7]1=[O:8].[O:19]1[CH2:20][CH2:21][CH2:22][CH2:23]1.[nH:9]1[n:10][cH:11][c:12]2[cH:13][c:14]([OH:18])[cH:15][cH:16][c:17]12>>[Br:1][c:13]1[c:12]2[cH:11][n:10][nH:9][c:17]2[cH:16][cH:15][c:14]1[OH:18]. The product is C(C1=CC=CC=C1)OC1=CC=C(C=C1)O.C(CCCCCCCCCCCCCCC)(=O)N[C@@H](C)C(=O)[O-] (4-Benzyloxyphenol N-hexadecanoyl-(l)-alaninate). The reactants are C(CCCCCCCCCCCCCCC)(=O)N[C@@H](C)C(=O)O (N-hexadecanoyl-(l)-alanine), 1,1-carbonyldiimidazole, C(C1=CC=CC=C1)OC1=CC=C(C=C1)O (4-benzyloxyphenol). RXN SMILES: [C:1]([NH:18][C@H:19]([C:21]([OH:23])=[O:22])[CH3:20])(=[O:17])[CH2:2][CH2:3][CH2:4][CH2:5][CH2:6][CH2:7][CH2:8][CH2:9][CH2:10][CH2:11][CH2:12][CH2:13][CH2:14][CH2:15][CH3:16].[CH2:24]([O:31][C:32]1[CH:37]=[CH:36][C:35]([OH:38])=[CH:34][CH:33]=1)[C:25]1[CH:30]=[CH:29][CH:28]=[CH:27][CH:26]=1>CN(C)C=O>[CH2:24]([O:31][C:32]1[CH:33]=[CH:34][C:35]([OH:38])=[CH:36][CH:37]=1)[C:25]1[CH:26]=[CH:27][CH:28]=[CH:29][CH:30]=1.[C:1]([NH:18][C@H:19]([C:21]([O-:23])=[O:22])[CH3:20])(=[O:17])[CH2:2][CH2:3][CH2:4][CH2:5][CH2:6][CH2:7][CH2:8][CH2:9][CH2:10][CH2:11][CH2:12][CH2:13][CH2:14][CH2:15][CH3:16] |f:3.4|. Conditions: time 1 hour. Reported procedure: 16.4 g (0.05 mol) of N-hexadecanoyl-(l)-alanine and 8.1 g (0.05 mol) of 1,1-carbonyldiimidazole are dissolved in 100 ml of dimethylformamide, the solution is stirred at 5° for 1 hour, 10 g (0.05 mol) of 4-benzyloxyphenol in 50 ml of dimethylformamide are run in, the mixture is stirred for 18 hours and evaporated and the residue is then taken up with chloroform. After washes with water and dilute sodium hydroxide solution and drying, the title derivative is obtained in the pure state, m.p.=77°/9°... The solvent is CN(C=O)C (dimethylformamide), CN(C=O)C (dimethylformamide). The reactants are compound, C(#N)C1=CC=C(C=C1)C[C@@H](C(=O)O)NC(=O)OCCCC ((S)-3-(4-cyanophenyl)-2-(butyloxycarbonyl-amino) propionic acid), Cl.CN(CCCN=C=NCC)C (1-(3-dimethylaminopropyl)-3-ethylcarbodiimide hydrochloride), O.ON1N=NC2=C1C=CC=C2 (1-hydroxybenzotriazole hydrate), CN1CCOCC1 (N-methylmorpholine). The solvent is CN(C=O)C (dimethylformamide). Product: C1(CCCC1)N(C([C@H](CC1=CC=C(C=C1)C#N)NC(=O)OCCCC)=O)C ((S)-N-cyclopentyl-N-methyl-3-(4-cyano phenyl)-2-(butoxycarbonylamino) propionamide). Yield: 72.6%. RXN SMILES: [C:1]([C:3]1[CH:8]=[CH:7][C:6]([CH2:9][C@H:10]([NH:14][C:15]([O:17][CH2:18][CH2:19][CH2:20][CH3:21])=[O:16])[C:11]([OH:13])=O)=[CH:5][CH:4]=1)#[N:2].Cl.CN(C)[CH2:25][CH2:26][CH2:27][N:28]=[C:29]=NCC.O.ON1[C:40]2C=CC=C[C:39]=2N=N1.CN1CCOCC1>CN(C)C=O>[CH:27]1([N:28]([CH3:29])[C:11](=[O:13])[C@@H:10]([NH:14][C:15]([O:17][CH2:18][CH2:19][CH2:20][CH3:21])=[O:16])[CH2:9][C:6]2[CH:5]=[CH:4][C:3]([C:1]#[N:2])=[CH:8][CH:7]=2)[CH2:26][CH2:25][CH2:40][CH2:39]1 |f:1.2,3.4|. Procedure details: To a solution of (S)-3-(4-cyanophenyl)-2-(butyloxycarbonyl-amino) propionic acid (0.7 g, 2.41 mmole) in dimethylformamide (DMF, 6 ml) were added, 1-(3-dimethylaminopropyl)-3-ethylcarbodiimide hydrochloride(EDC, 0.7 g) and 1-hydroxybenzotriazole hydrate (HOBT, 0.4 g) at 0° C. The mixture was stirred until they are completely dissolved therein. To this reaction mixture were added the compound (0.4 g, 2.96 mmole) prepared in Preparation 1 and N-methylmorpholine(1.0 ml) and then the reaction tempera... As a reaction SMILES: [C:1]([CH3:2])([CH3:3])([CH3:4])[NH:5][S:6](=[O:7])(=[O:8])[c:9]1[c:10]([C:17](=[O:18])[O:19][CH3:20])[cH:11][cH:12][c:13]([NH:15][CH3:16])[cH:14]1.[CH2:21]([CH3:22])[O:23][C:24](=[O:25])[N:26]=[C:27]=[S:28].[CH3:34][CH2:35][O:36][C:37](=[O:38])[CH3:39].[O:29]=[CH:30][N:31]([CH3:32])[CH3:33]>>[C:1]([CH3:2])([CH3:3])([CH3:4])[NH:5][S:6](=[O:7])(=[O:8])[c:9]1[c:10]([C:17](=[O:18])[O:19][CH3:20])[cH:11][cH:12][c:13]([NH:15][CH2:16][C:27]([NH:26][C:24]([O:23][CH2:21][CH3:22])=[O:25])=[S:28])[cH:14]1. Reactants: CNc1ccc(C(=O)OC)c(S(=O)(=O)NC(C)(C)C)c1, CCOC(=O)N=C=S, CCOC(C)=O, CN(C)C=O. Yields the product CCOC(=O)NC(=S)CNc1ccc(C(=O)OC)c(S(=O)(=O)NC(C)(C)C)c1. The product is Cc1cc(-c2ccc(C(F)(F)F)cc2)cn2ccnc12. Reactants: Cc1cc(Br)cn2ccnc12, COCCOC, OB(O)c1ccc(C(F)(F)F)cc1, O, c1ccc(P(c2ccccc2)(c2ccccc2)[Pd](P(c2ccccc2)(c2ccccc2)c2ccccc2)(P(c2ccccc2)(c2ccccc2)c2ccccc2)P(c2ccccc2)(c2ccccc2)c2ccccc2)cc1. As a reaction SMILES: [Br:1][c:2]1[cH:3][c:4]([CH3:11])[c:5]2[n:6]([cH:7]1)[cH:8][cH:9][n:10]2.[CH3:25][O:26][CH2:27][CH2:28][O:29][CH3:30].[F:12][C:13]([c:14]1[cH:15][cH:16][c:17]([B:20]([OH:21])[OH:22])[cH:18][cH:19]1)([F:23])[F:24].[OH2:31].[cH:32]1[cH:33][cH:34][c:35]([P:36]([Pd:37]([P:38]([c:39]2[cH:40][cH:41][cH:42][cH:43][cH:44]2)([c:45]2[cH:46][cH:47][cH:48][cH:49][cH:50]2)[c:51]2[cH:52][cH:53][cH:54][cH:55][cH:56]2)([P:57]([c:58]2[cH:59][cH:60][cH:61][cH:62][cH:63]2)([c:64]2[cH:65][cH:66][cH:67][cH:68][cH:69]2)[c:70]2[cH:71][cH:72][cH:73][cH:74][cH:75]2)[P:76]([c:77]2[cH:78][cH:79][cH:80][cH:81][cH:82]2)([c:83]2[cH:84][cH:85][cH:86][cH:87][cH:88]2)[c:89]2[cH:90][cH:91][cH:92][cH:93][cH:94]2)([c:95]2[cH:96][cH:97][cH:98][cH:99][cH:100]2)[c:101]2[cH:102][cH:103][cH:104][cH:105][cH:106]2)[cH:107][cH:108]1>>[c:2]1(-[c:17]2[cH:16][cH:15][c:14]([C:13]([F:12])([F:23])[F:24])[cH:19][cH:18]2)[cH:3][c:4]([CH3:11])[c:5]2[n:6]([cH:7]1)[cH:8][cH:9][n:10]2. Procedure details: To a solution of (4-methanesulfonyl-phenylethynyl)-trimethyl-silane (20.7 g , 82.0 mmol) in tetrahydrofuran (450 mL) was added tetrabutylammonium fluoride hydrate (8.80 g, 27.3 mmol). An immediate color change from yellow to red was observed. After 5 minutes, the reaction was complete, and the solvent was removed in vacuo. Water was added, and the resulting mixture was then extracted three times with ethyl acetate. The combined organic layers were washed with water and brine, dried over magnesiu... The yield is 72.4%. Reaction SMILES: [CH3:1][S:2]([C:5]1[CH:10]=[CH:9][C:8]([C:11]#[C:12][Si](C)(C)C)=[CH:7][CH:6]=1)(=[O:4])=[O:3].O.[F-].C([N+](CCCC)(CCCC)CCCC)CCC.C(OCC)(=O)C>O1CCCC1.CCCCCC>[C:11]([C:8]1[CH:7]=[CH:6][C:5]([S:2]([CH3:1])(=[O:3])=[O:4])=[CH:10][CH:9]=1)#[CH:12] |f:1.2.3|. The solvent is CCCCCC (hexane), O1CCCC1 (tetrahydrofuran). Conditions: time 5 minute. Starting materials: C(C)(=O)OCC (ethyl acetate), CS(=O)(=O)C1=CC=C(C=C1)C#C[Si](C)(C)C ((4-methanesulfonyl-phenylethynyl)-trimethyl-silane), O.[F-].C(CCC)[N+](CCCC)(CCCC)CCCC (tetrabutylammonium fluoride hydrate). The product is C(#C)C1=CC=C(C=C1)S(=O)(=O)C (1-ethynyl-4-methanesulfonyl-benzene).